This data is from the Open Reaction Database (ORD), a public repository of structured organic reaction records. The task is: describe an organic reaction: reactants, conditions, products, and yield Reactants: CC(=O)Cl, CN(C)c1ccncc1, Nc1nc2ccc(Oc3cc(NC(=O)C(F)(F)F)c(F)cc3Cl)nc2s1, c1ccncc1. Yields the product CC(=O)Nc1nc2ccc(Oc3cc(NC(=O)C(F)(F)F)c(F)cc3Cl)nc2s1. RXN SMILES: [CH3:27][C:28]([Cl:29])=[O:30].[CH3:31][N:32]([CH3:33])[c:34]1[cH:35][cH:36][n:37][cH:38][cH:39]1.[NH2:1][c:2]1[s:3][c:4]2[n:5][c:6]([O:11][c:12]3[c:13]([Cl:26])[cH:14][c:15]([F:25])[c:16]([NH:18][C:19]([C:20]([F:21])([F:22])[F:23])=[O:24])[cH:17]3)[cH:7][cH:8][c:9]2[n:10]1.[cH:40]1[cH:41][cH:42][n:43][cH:44][cH:45]1>>[NH:1]([c:2]1[s:3][c:4]2[n:5][c:6]([O:11][c:12]3[c:13]([Cl:26])[cH:14][c:15]([F:25])[c:16]([NH:18][C:19]([C:20]([F:21])([F:22])[F:23])=[O:24])[cH:17]3)[cH:7][cH:8][c:9]2[n:10]1)[C:28]([CH3:27])=[O:30]. Reactants: BrCC1=NN(C2=CC(=CC=C12)F)C(=O)OC(C)(C)C (3-Bromomethyl-6-fluoro-1-tert-butoxycarbonyl-indazole), O=C1CC(N(C2=C(N1CC(=O)N(C1=CC=C(C=C1)OC(F)(F)F)C(C)C)C=CC=C2)C2=CC=CC=C2)=O (2-(2,4-Dioxo-5-phenyl-2,3,4,5-tetrahydro-benzo[b][1,4]diazepin-1-yl)-N-isopropyl-N-(4-trifluoromethoxy-phenyl) acetamide), O (water), solution, C[Si](C)(C)[N-][Si](C)(C)C.[K+] (potassium bis(trimethylsilyl)amide). The solvent is CN(C)C=O (DMF), CN(C)C=O (DMF), C1(=CC=CC=C1)C (toluene). Conditions: temperature 0 celsius, time 30 minute. Yields the product FC1=CC=C2C(=NN(C2=C1)C(=O)OC(C)(C)C)CC1C(N(C2=C(N(C1=O)CC(=O)N(C1=CC=C(C=C1)OC(F)(F)F)C(C)C)C=CC=C2)C2=CC=CC=C2)=O (2-[3-(6-Fluoro-1-tert-butoxycarbonyl-1H-indazol-3-ylmethyl)-2,4-dioxo-5-phenyl-2,3,4,5-tetrahydro-benzo[b][1,4]diazepin-1-yl]-N-isopropyl-N-(4-trifluoromethoxy-phenyl)-acetamide). The yield is 26.9%. As a reaction SMILES: [O:1]=[C:2]1[N:8]([CH2:9][C:10]([N:12]([CH:24]([CH3:26])[CH3:25])[C:13]2[CH:18]=[CH:17][C:16]([O:19][C:20]([F:23])([F:22])[F:21])=[CH:15][CH:14]=2)=[O:11])[C:7]2[CH:27]=[CH:28][CH:29]=[CH:30][C:6]=2[N:5]([C:31]2[CH:36]=[CH:35][CH:34]=[CH:33][CH:32]=2)[C:4](=[O:37])[CH2:3]1.C[Si]([N-][Si](C)(C)C)(C)C.[K+].Br[CH2:49][C:50]1[C:58]2[C:53](=[CH:54][C:55]([F:59])=[CH:56][CH:57]=2)[N:52]([C:60]([O:62][C:63]([CH3:66])([CH3:65])[CH3:64])=[O:61])[N:51]=1.O>CN(C=O)C.C1(C)C=CC=CC=1>[F:59][C:55]1[CH:54]=[C:53]2[C:58]([C:50]([CH2:49][CH:3]3[C:2](=[O:1])[N:8]([CH2:9][C:10]([N:12]([CH:24]([CH3:26])[CH3:25])[C:13]4[CH:14]=[CH:15][C:16]([O:19][C:20]([F:22])([F:23])[F:21])=[CH:17][CH:18]=4)=[O:11])[C:7]4[CH:27]=[CH:28][CH:29]=[CH:30][C:6]=4[N:5]([C:31]4[CH:36]=[CH:35][CH:34]=[CH:33][CH:32]=4)[C:4]3=[O:37])=[N:51][N:52]2[C:60]([O:62][C:63]([CH3:65])([CH3:64])[CH3:66])=[O:61])=[CH:57][CH:56]=1 |f:1.2|. Reported procedure: To a solution of 250 mg of 2-(2,4-Dioxo-5-phenyl-2,3,4,5-tetrahydro-benzo[b][1,4]diazepin-1-yl)-N-isopropyl-N-(4-trifluoromethoxy-phenyl) acetamide, prepared as in Part C, in 5 mL of dry DMF at 0° C. is added 1.5 mL of a 0.5M solution of potassium bis(trimethylsilyl)amide in toluene. The reaction mixture is stirred for 30 min at 0° C. and a solution of 170 mg of 3-Bromomethyl-6-fluoro-1-tert-butoxycarbonyl-indazole in 3 mL of dry DMF is added dropwise. The reaction mixture is stirred overnight a... The reactants are N1=C(C(=CC=2CCCCC12)C(=O)OCC)C(=O)OCC (diethyl 5,6,7,8-tetrahydroquinoline-2,3-dicarboxylate), OO (hydrogen peroxide), C(C)(=O)OC(C)=O (acetic anhydride), C(C)(=O)O (acetic acid), OO (hydrogen peroxide). Run in O (water). Run at temperature 75 celsius, time 3 hour. Yields the product C(C)(=O)OC1CCCC=2C=C(C(=NC12)C(=O)OCC)C(=O)OCC (diethyl 8-acetoxy-5,6,7,8-tetrahydroquinoline-2,3-dicarboxylate). The yield is 69.0%. RXN SMILES: [N:1]1[C:10]2[CH2:9][CH2:8][CH2:7][CH2:6][C:5]=2[CH:4]=[C:3]([C:11]([O:13][CH2:14][CH3:15])=[O:12])[C:2]=1[C:16]([O:18][CH2:19][CH3:20])=[O:17].[C:21]([OH:24])(=[O:23])[CH3:22].OO.C(OC(=O)C)(=O)C>O>[C:21]([O:24][CH:9]1[C:10]2[N:1]=[C:2]([C:16]([O:18][CH2:19][CH3:20])=[O:17])[C:3]([C:11]([O:13][CH2:14][CH3:15])=[O:12])=[CH:4][C:5]=2[CH2:6][CH2:7][CH2:8]1)(=[O:23])[CH3:22]. Reported procedure: A mixture comprising 2.8 g of diethyl 5,6,7,8-tetrahydroquinoline-2,3-dicarboxylate, 10 ml of acetic acid and 1.1 ml of a 35% hydrogen peroxide aqueous solution, was stirred at 75° C. for 3 hours under heating. 1.0 ml of a 35% hydrogen peroxide aqueous solution was added thereto, and the mixture was further reacted at 75° C. for 9 hours. After cooling the mixture, water was added thereto, and the mixture was extracted with chloroform. The organic layer was dried, and then the solvent was distill... The reactants are C1=CC=CC=2C3=CC=CC=C3C(C12)COC(=O)N1C[C@H](C[C@H](C1)C(N(CC1=CN(C2=CC=CC=C12)CCCOC)C1CC1)=O)N ((3S,5R)-3-amino-5-{cyclopropyl-[1-(3-methoxy-propyl)-1H-indol-3-ylmethyl]-carbamoyl}-piperidine-1-carboxylic acid 9H-fluoren-9-ylmethyl ester), ClC(C)Cl (dichloroethane), C(C)(C)(C)N=C=O (tert-butyl isocyanate). Solvent: C(Cl)Cl (CH2Cl2). Reaction conditions: time 1 hour. Product: C1(CC1)N(C(=O)[C@H]1CNC[C@H](C1)NC(=O)NC(C)(C)C)CC1=CN(C2=CC=CC=C12)CCCOC ((3R,5S)-5-(3-tert-Butyl-ureido)-piperidine-3-carboxylic acid cyclopropyl-[1-(3-methoxy-propyl)-1H-indol-3-ylmethyl]-amide). Reaction SMILES: C1C2C(COC([N:18]3[CH2:23][C@H:22]([C:24](=[O:44])[N:25]([CH:41]4[CH2:43][CH2:42]4)[CH2:26][C:27]4[C:35]5[C:30](=[CH:31][CH:32]=[CH:33][CH:34]=5)[N:29]([CH2:36][CH2:37][CH2:38][O:39][CH3:40])[CH:28]=4)[CH2:21][C@H:20]([NH2:45])[CH2:19]3)=O)C3C(=CC=CC=3)C=2C=CC=1.ClC(Cl)C.[C:50]([N:54]=[C:55]=[O:56])([CH3:53])([CH3:52])[CH3:51]>C(Cl)Cl>[CH:41]1([N:25]([CH2:26][C:27]2[C:35]3[C:30](=[CH:31][CH:32]=[CH:33][CH:34]=3)[N:29]([CH2:36][CH2:37][CH2:38][O:39][CH3:40])[CH:28]=2)[C:24]([C@@H:22]2[CH2:21][C@H:20]([NH:45][C:55]([NH:54][C:50]([CH3:53])([CH3:52])[CH3:51])=[O:56])[CH2:19][NH:18][CH2:23]2)=[O:44])[CH2:42][CH2:43]1. Reported procedure: A mixture of (3S,5R)-3-amino-5-{cyclopropyl-[1-(3-methoxy-propyl)-1H-indol-3-ylmethyl]-carbamoyl}-piperidine-1-carboxylic acid 9H-fluoren-9-ylmethyl ester (115 A.) (374 mg, 0.62 mmol), dichloroethane (5 mL) and tert-butyl isocyanate (142 μl, 1.24 mmol) is shaken for 14 h at 50° C. The mixture is diluted with CH2Cl2 and washed with 1 N HCl and saturated NaHCO3 solution. The organic layer is dried (Na2SO4) and evaporated. The crude product is stirred with a solution of CH2Cl2/piperidine 4:1 (6 ml)... Starting materials: ClCCl, CC(C)CC(O)c1cc2cc(F)cnc2n1S(=O)(=O)c1ccccc1. Product: CC(C)CC(=O)c1cc2cc(F)cnc2n1S(=O)(=O)c1ccccc1. RXN SMILES: [Cl:26][CH2:27][Cl:28].[c:1]1([S:7](=[O:8])(=[O:9])[n:10]2[c:11]([CH:20]([CH2:21][CH:22]([CH3:23])[CH3:24])[OH:25])[cH:12][c:13]3[c:14]2[n:15][cH:16][c:17]([F:19])[cH:18]3)[cH:2][cH:3][cH:4][cH:5][cH:6]1>>[c:1]1([S:7](=[O:8])(=[O:9])[n:10]2[c:11]([C:20]([CH2:21][CH:22]([CH3:23])[CH3:24])=[O:25])[cH:12][c:13]3[c:14]2[n:15][cH:16][c:17]([F:19])[cH:18]3)[cH:2][cH:3][cH:4][cH:5][cH:6]1.